Dataset: the Open Reaction Database (ORD), a public repository of structured organic reaction records. Task: describe an organic reaction: reactants, conditions, products, and yield RXN SMILES: [CH2:1]([Mg]Br)[CH2:2][CH2:3][CH2:4][CH2:5][CH2:6][CH2:7][CH2:8][CH2:9][CH2:10][CH2:11][CH3:12].[CH2:15]([Si:17]([CH2:27][CH3:28])([CH2:25][CH3:26])[C:18]1[O:19][CH:20]=[C:21]([CH:23]=[O:24])[CH:22]=1)[CH3:16]>O1CCCC1>[OH:24][CH:23]([C:21]1[CH:22]=[C:18]([Si:17]([CH2:25][CH3:26])([CH2:15][CH3:16])[CH2:27][CH3:28])[O:19][CH:20]=1)[CH2:12][CH2:11][CH2:10][CH2:9][CH2:8][CH2:7][CH2:6][CH2:5][CH2:4][CH2:3][CH2:2][CH3:1]. Run in O1CCCC1 (tetrahydrofuran), C1CCOC1 (THF). Product: OC(CCCCCCCCCCCC)C=1C=C(OC1)[Si](CC)(CC)CC (4-(1-Hydroxytridecyl)-2-triethylsilylfuran). Reported procedure: Dodecylmagnesium bromide (a 1M solution in tetrahydrofuran; 14.3 ml; 14.3 mmol) was added dropwise to a solution of 2-triethylsilyl-4-furaldehyde (2.0 g, 9.52 mmol) in THF (20 ml) at 0 degrees C. under argon. After stirring at room temperature for 2 hours, the mixture was quenched with dilute HCl and extracted with ethyl ether. Evaporation of the dried (magnesium sulfate) extracts gave an oil, which was purified by flash chromatography on silica using 30% ethyl ether/hexane to give the titled al... Reaction conditions: time 2 hour. Starting materials: C(CCCCCCCCCCC)[Mg]Br (Dodecylmagnesium bromide), solution, C(C)[Si](C=1OC=C(C1)C=O)(CC)CC (2-triethylsilyl-4-furaldehyde). The reactants are CC(C)([O-])C.[K+] (potassium tert-butoxide), NOS(=O)(=O)O.CN1C(CCC1)=O (HOSA NMP), C1=CC=CC=2C3=CC=CC=C3NC12 (carbazole), CC(C)([O-])C.[K+].CN1C(CCC1)=O (potassium tert-butoxide NMP). The reagents and catalysts are CC(C)([O-])C.[K+].CN1C(CCC1)=O (potassium tert-butoxide NMP). Run in CN1C(CCC1)=O (NMP), CN1C(CCC1)=O (NMP), CN1C(CCC1)=O (N-methylpyrrolidinone). Run at time 86 minute. Yields the product NOS(=O)(=O)O (hydroxylamine-O-sulfonic acid), C1(C=CC=C2C3=CC=CC=C3N=C12)N (1H-carbazol-1-amine). The yield is 85.0%. Reaction SMILES: CC(C)([O-])C.[K+].[CH:7]1[C:19]2[NH:18][C:17]3[C:12](=[CH:13][CH:14]=[CH:15][CH:16]=3)[C:11]=2[CH:10]=[CH:9][CH:8]=1.[NH2:20][O:21][S:22]([OH:25])(=[O:24])=[O:23].C[N:27]1CCCC1=O.CC(C)([O-])C.[K+].CN1CCCC1=O>CN1CCCC1=O.CC(C)([O-])C.[K+].CN1CCCC1=O>[NH2:20][O:21][S:22]([OH:25])(=[O:24])=[O:23].[CH:16]1([NH2:27])[C:17]2[C:12]([C:11]3[C:19]([N:18]=2)=[CH:7][CH:8]=[CH:9][CH:10]=3)=[CH:13][CH:14]=[CH:15]1 |f:0.1,3.4,5.6.7,9.10.11|. Procedure details: A solution of 10.0 g (9.7 g corrected for 97% purity) of hydroxylamine-O-sulfonic acid (HOSA) in 35.9 g of N-methylpyrrolidinone (NMP) is prepared and chilled to 0–5° C. A second solution is prepared from 20.3 g (19.3 g corrected for 95% purity) of potassium tert-butoxide and 35.3 g of NMP. An amination vessel is charged with 7.0 g (6.7 g corrected for 99% purity) of carbazole, 21.7 g of NMP and an initial charge of 1.3 g of the potassium tert-butoxide/NMP solution. The HOSA/NMP solution and the...